Dataset: the Open Reaction Database (ORD), a public repository of structured organic reaction records. Task: describe an organic reaction: reactants, conditions, products, and yield Starting materials: BrC=1C(=CSC1)C1=C(C=C(C#N)C=C1)C (4-(4-bromothiophen-3-yl)-3-methylbenzonitrile), C(C1=CC=CC=C1)(C1=CC=CC=C1)(C1=CC=CC=C1)P(=O)=CC(=O)OCC (ethyl 2-(tritylphosphinylidene)acetate), C1=CC=C(C=C1)P(C2=CC=CC=C2)C3=CC=CC=C3 (PPh3). The reagents and catalysts are CC(=O)[O-].CC(=O)[O-].[Pd+2] (Pd(OAc)2). Run in CCOC(=O)C (EtOAc), CN(C)C=O (DMF). Reaction conditions: temperature 150 celsius, time 8 hour. Yields the product C(#N)C1=CC(=C(C=C1)C=1C(=CSC1)/C=C/C(=O)OCC)C ((E)-ethyl 3-(4-(4-cyano-2-methylphenyl)thiophen-3-yl)acrylate). Isolated yield 386.5%. Reaction SMILES: Br[C:2]1[C:3]([C:7]2[CH:14]=[CH:13][C:10]([C:11]#[N:12])=[CH:9][C:8]=2[CH3:15])=[CH:4][S:5][CH:6]=1.C(P(=[CH:37][C:38]([O:40][CH2:41][CH3:42])=[O:39])=O)(C1C=CC=CC=1)(C1C=CC=CC=1)C1C=CC=CC=1.[CH:43]1C=CC(P(C2C=CC=CC=2)C2C=CC=CC=2)=CC=1>CN(C=O)C.CCOC(C)=O.CC([O-])=O.CC([O-])=O.[Pd+2]>[C:11]([C:10]1[CH:13]=[CH:14][C:7]([C:3]2[C:2](/[CH:43]=[CH:37]/[C:38]([O:40][CH2:41][CH3:42])=[O:39])=[CH:6][S:5][CH:4]=2)=[C:8]([CH3:15])[CH:9]=1)#[N:12] |f:5.6.7|. Procedure details: To a solution of 4-(4-bromothiophen-3-yl)-3-methylbenzonitrile (2.4 g, 8.7 mmol) and ethyl 2-(tritylphosphinylidene)acetate (2.6 g, 26 mmol) in DMF (10 mL) was added Pd(OAc)2 (194 mg, 0.87 mmol) and PPh3 (228 mg, 0.87 mmol), and the mixture was stirred at 150° C. under nitrogen overnight. The mixture was diluted with EtOAc. The organic layer was washed with water and brine, dried over Na2SO4, concentrated in vacuo, and purified on silica gel column (PE: EtOAc=20:1) to give (E)-ethyl 3-(4-(4-cyan... Reactants: C(C)(C)(C)OC(=O)N1CC2=CC=C(C=C2C1)N1CCC(CC1)(F)F (5-(4,4-difluoro-piperidin-1-yl)-1,3-dihydro-isoindole-2-carboxylic acid tert-butyl ester), Cl (hydrochloric acid). The product is Cl.FC1(CCN(CC1)C=1C=C2CNCC2=CC1)F (5-(4,4-Difluoro-piperidin-1-yl)-2,3-Dihydro-1H-isoindole hydrochloride). Reaction SMILES: C(OC([N:8]1[CH2:16][C:15]2[C:10](=[CH:11][CH:12]=[C:13]([N:17]3[CH2:22][CH2:21][C:20]([F:24])([F:23])[CH2:19][CH2:18]3)[CH:14]=2)[CH2:9]1)=O)(C)(C)C.[ClH:25]>>[ClH:25].[F:24][C:20]1([F:23])[CH2:21][CH2:22][N:17]([C:13]2[CH:14]=[C:15]3[C:10](=[CH:11][CH:12]=2)[CH2:9][NH:8][CH2:16]3)[CH2:18][CH2:19]1 |f:2.3|. Procedure details: Prepared in analogy to Example A3(e) from 5-(4,4-difluoro-piperidin-1-yl)-1,3-dihydro-isoindole-2-carboxylic acid tert-butyl ester and hydrochloric acid. Light yellow solid. MS (m/e): 239.3 ([M+H]+, 100%).